This data is from the Open Reaction Database (ORD), a public repository of structured organic reaction records. The task is: describe an organic reaction: reactants, conditions, products, and yield Reactants: CCC(C)C(NC(=O)OC(C)(C)C)C(=O)O, C1CCOC1, C(=NC1CCCCC1)=NC1CCCCC1, CC(C)CC(N)C1(c2ccc(Cl)cc2)CCC1. Yields the product CCC(C)C(NC(=O)OC(C)(C)C)C(=O)NC(CC(C)C)C1(c2ccc(Cl)cc2)CCC1. Reaction SMILES: [C:18](=[O:19])([O:20][C:21]([CH3:22])([CH3:23])[CH3:24])[NH:25][CH:26]([CH:27]([CH3:28])[CH2:29][CH3:30])[C:31](=[O:32])[OH:33].[CH2:49]1[O:50][CH2:51][CH2:52][CH2:53]1.[CH:34]1([N:35]=[C:36]=[N:37][CH:38]2[CH2:39][CH2:40][CH2:41][CH2:42][CH2:43]2)[CH2:44][CH2:45][CH2:46][CH2:47][CH2:48]1.[Cl:1][c:2]1[cH:3][cH:4][c:5]([C:8]2([CH:12]([CH2:13][CH:14]([CH3:15])[CH3:16])[NH2:17])[CH2:9][CH2:10][CH2:11]2)[cH:6][cH:7]1>>[Cl:1][c:2]1[cH:3][cH:4][c:5]([C:8]2([CH:12]([CH2:13][CH:14]([CH3:15])[CH3:16])[NH:17][C:31]([CH:26]([NH:25][C:18](=[O:19])[O:20][C:21]([CH3:22])([CH3:23])[CH3:24])[CH:27]([CH3:28])[CH2:29][CH3:30])=[O:32])[CH2:9][CH2:10][CH2:11]2)[cH:6][cH:7]1.